This data is from the Open Reaction Database (ORD), a public repository of structured organic reaction records. The task is: describe an organic reaction: reactants, conditions, products, and yield Starting materials: CC(C)O, COCC12CNCCC1(c1ccc(Cl)c(Cl)c1)C2, O=P(O)(O)O. Product: COCC12CNCCC1(c1ccc(Cl)c(Cl)c1)C2, O=P(O)(O)O. Reaction SMILES: [CH:24]([OH:25])([CH3:26])[CH3:27].[Cl:1][c:2]1[cH:3][c:4]([C:9]23[CH2:10][CH2:11][NH:12][CH2:13][C:14]2([CH2:16][O:17][CH3:18])[CH2:15]3)[cH:5][cH:6][c:7]1[Cl:8].[P:19]([OH:20])([OH:21])([OH:22])=[O:23]>>[Cl:1][c:2]1[cH:3][c:4]([C:9]23[CH2:10][CH2:11][NH:12][CH2:13][C:14]2([CH2:16][O:17][CH3:18])[CH2:15]3)[cH:5][cH:6][c:7]1[Cl:8].[P:19](=[O:20])([OH:21])([OH:22])[OH:23].